Dataset: the Open Reaction Database (ORD), a public repository of structured organic reaction records. Task: describe an organic reaction: reactants, conditions, products, and yield The reactants are solution, [N-]=C=O.C(C)[NH+](CC)CC (triethylammonium isocyanate), C(CCCCCCCCCCC)N (dodecylamine). Solvent: C(Cl)(Cl)Cl (chloroform), C(Cl)(Cl)Cl (chloroform). Conditions: time 24 hour. The product is C(CCCCCCCCCCC)NC(=O)N (dodecylurea). Reaction SMILES: [CH2:1]([NH2:13])[CH2:2][CH2:3][CH2:4][CH2:5][CH2:6][CH2:7][CH2:8][CH2:9][CH2:10][CH2:11][CH3:12].[N-:14]=[C:15]=[O:16].C([NH+](CC)CC)C>C(Cl)(Cl)Cl>[CH2:1]([NH:13][C:15]([NH2:14])=[O:16])[CH2:2][CH2:3][CH2:4][CH2:5][CH2:6][CH2:7][CH2:8][CH2:9][CH2:10][CH2:11][CH3:12] |f:1.2|. Reported procedure: 14.1 g of dodecylamine (0.076 mol) dissolved in 20 ml of chloroform were added dropwise at room temperature with stirring to 100 ml of a solution of 10 g of triethylammonium isocyanate (0.069 mol) in chloroform, prepared according to Example 1. After completion of the addition, the mixture was subsequently stirred at room temperature for 24 hours and heated to reflux for 1 hour. The solvent was evaporated and the residue was recrystallized from chloroform. 9.45 g, i.e. 60% of theory, of dodecylu...